This data is from the Open Reaction Database (ORD), a public repository of structured organic reaction records. The task is: describe an organic reaction: reactants, conditions, products, and yield The reactants are C1(=CC=CC=C1)[Li] (Phenyllithium), solution, benzene-ether, C(=O)=O (dry-ice), ClC(=O)OCC1=CC=C(C=C1)[N+](=O)[O-] (p-nitrobenzyl chloroformate), C(C1=CC=CC=C1)=NCP(OC1=CC=CC=C1)(OC1=CC=CC=C1)=O (diphenyl N-benzylidene-aminomethylphosphonate). Solvent: O1CCCC1 (tetrahydrofuran), O1CCCC1 (tetrahydrofuran). Reaction conditions: time 15 minute. Yields the product C(C1=CC=CC=C1)=NC(C(=O)OCC1=CC=C(C=C1)[N+](=O)[O-])P(=O)(OC1=CC=CC=C1)OC1=CC=CC=C1 (p-nitrobenzyl N-benzylidene-α-amino-diphenylphosphonoacetate). As a reaction SMILES: C1([Li])C=CC=CC=1.C(=O)=O.[CH:11](=[N:18][CH2:19][P:20](=[O:35])([O:28][C:29]1[CH:34]=[CH:33][CH:32]=[CH:31][CH:30]=1)[O:21][C:22]1[CH:27]=[CH:26][CH:25]=[CH:24][CH:23]=1)[C:12]1[CH:17]=[CH:16][CH:15]=[CH:14][CH:13]=1.Cl[C:37]([O:39][CH2:40][C:41]1[CH:46]=[CH:45][C:44]([N+:47]([O-:49])=[O:48])=[CH:43][CH:42]=1)=[O:38]>O1CCCC1>[CH:11](=[N:18][CH:19]([P:20]([O:28][C:29]1[CH:34]=[CH:33][CH:32]=[CH:31][CH:30]=1)([O:21][C:22]1[CH:27]=[CH:26][CH:25]=[CH:24][CH:23]=1)=[O:35])[C:37]([O:39][CH2:40][C:41]1[CH:42]=[CH:43][C:44]([N+:47]([O-:49])=[O:48])=[CH:45][CH:46]=1)=[O:38])[C:12]1[CH:13]=[CH:14][CH:15]=[CH:16][CH:17]=1. Reported procedure: Phenyllithium (45 ml of a 2.3 M solution in 7:3 benzene-ether) in added to a dry-ice-cooled, stirring solution of diphenyl N-benzylidene-aminomethylphosphonate (35.1 g) in anhydrous tetrahydrofuran (500 ml). After having been stirred for 15 minutes at -78° under a nitrogen atmosphere, the solution is treated dropwise over 1 hour with p-nitrobenzyl chloroformate (10.8 g) in tetrahydrofuran (100 ml). The resulting solution is stirred an additional 2 hours at -78°, then allowed to warm to 5° over a...